From a dataset of the Open Reaction Database (ORD), a public repository of structured organic reaction records. describe an organic reaction: reactants, conditions, products, and yield The reactants are C(C1=CC=CC=C1)N(C1=CC(=C(C=C1)F)OC)C[C@@H]1N=C(OC1)N ((S)-4-{[Benzyl-(4-fluoro-3-methoxy-phenyl)-amino]-methyl}-4,5-dihydro-oxazol-2-ylamine), C(=O)[O-].[NH4+] (ammonium formate). The reagents and catalysts are [Pd] (palladium on activated charcoal). Solvent: CO (methanol). Run at temperature 75 celsius, time 8 hour. Product: FC1=C(C=C(C=C1)NC[C@@H]1N=C(OC1)N)OC ((S)-4-[(4-fluoro-3-methoxy-phenylamino)-methyl]-4,5-dihydro-oxazol-2-ylamine). Yield: 35.8%. RXN SMILES: C([N:8]([CH2:18][C@H:19]1[CH2:23][O:22][C:21]([NH2:24])=[N:20]1)[C:9]1[CH:14]=[CH:13][C:12]([F:15])=[C:11]([O:16][CH3:17])[CH:10]=1)C1C=CC=CC=1.C([O-])=O.[NH4+]>CO.[Pd]>[F:15][C:12]1[CH:13]=[CH:14][C:9]([NH:8][CH2:18][C@H:19]2[CH2:23][O:22][C:21]([NH2:24])=[N:20]2)=[CH:10][C:11]=1[O:16][CH3:17] |f:1.2|. Procedure: To a stirred solution of (S)-4-{[benzyl-(4-fluoro-3-methoxy-phenyl)-amino]-methyl}-4,5-dihydro-oxazol-2-ylamine (150 mg, example 42) at r.t. in methanol (25 ml) were added ammonium formate (30 mg) and 10% palladium on activated charcoal (48 mg). The resulting suspension was stirred at 75° C. overnight and the mixture was then cooled to room temperature, filtered, and the filtrate was concentrated in vacuo. The residue was purified by column chromatography (SiO2; gradient:dichloromethane->dichlor... Reactants: FC1=CC=CC2=C1C(C(C(O2)C2=C(C=CC=C2)C=2OCC(N2)(C)C)=CC2=CC=CC=C2)=O (5-fluoro-(2-(4,4-dimethyl-2-oxazolinyl)phenyl]-3-phenylmethylene-1-benzopyran4-one), [H-].[H-].[H-].[H-].[Li+].[Al+3] (LiAlH4). Solvent: C1CCOC1 (THF). Conditions: time 12 hour. The product is FC1=CC=CC2=C1C(=C(C(O2)C2=C(C=CC=C2)C=2OCC(N2)(C)C)CC2=CC=CC=C2)O (5-fluoro-(2-(4,4-dimethyl-2-oxazolinyl)phenyl]-4-hydroxy-3-phenylmethyl-2H- 1-benzopyran). The yield is 60.0%. As a reaction SMILES: [F:1][C:2]1[C:7]2[C:8](=[O:32])[C:9](=[CH:25][C:26]3[CH:31]=[CH:30][CH:29]=[CH:28][CH:27]=3)[CH:10]([C:12]3[CH:17]=[CH:16][CH:15]=[CH:14][C:13]=3[C:18]3[O:19][CH2:20][C:21]([CH3:24])([CH3:23])[N:22]=3)[O:11][C:6]=2[CH:5]=[CH:4][CH:3]=1.[H-].[H-].[H-].[H-].[Li+].[Al+3]>C1COCC1>[F:1][C:2]1[C:7]2[C:8]([OH:32])=[C:9]([CH2:25][C:26]3[CH:31]=[CH:30][CH:29]=[CH:28][CH:27]=3)[CH:10]([C:12]3[CH:17]=[CH:16][CH:15]=[CH:14][C:13]=3[C:18]3[O:19][CH2:20][C:21]([CH3:23])([CH3:24])[N:22]=3)[O:11][C:6]=2[CH:5]=[CH:4][CH:3]=1 |f:1.2.3.4.5.6|. Reported procedure: To a stirred solution of the compound from step A in THF (0.1M) at 0° C. was added LiAlH4 (1M in ether, 2.2 eq) dropwise over 10 minutes. The mixture was warmed to room temperature and stirred for 12 hours. The mixture was cooled to 0° C., quenched with Rochelles salt, and filtered through diatomaceous earth. The aqueous layer was extracted twice with ethylacetate, and the combined organic layers were washed with brine and dried over MgSO4. Filtration an solvent removal afforded a yellow oil. Ch... Starting materials: ClC1=CC=C(C=C1)C1=NC=2C(=NC=CC2)N1CCC(=O)O (2-(4-chlorophenyl)-3H-imidazo[4,5-b]pyridine-3-propanoic acid), CNC (dimethylamine). Solvent: O1CCCC1 (tetrahydrofuran), O1CCCC1 (tetrahydrofuran). Reaction conditions: time 1 hour. The product is Cl.ClC1=CC=C(C=C1)C1=NC=2C(=NC=CC2)N1CCC(=O)N(C)C (2-(4-Chlorophenyl)-N,N-dimethyl-3H-imidazo[4,5-b]pyridine-3-propanamide hydrochloride). As a reaction SMILES: [Cl:1][C:2]1[CH:7]=[CH:6][C:5]([C:8]2[N:16]([CH2:17][CH2:18][C:19]([OH:21])=O)[C:11]3=[N:12][CH:13]=[CH:14][CH:15]=[C:10]3[N:9]=2)=[CH:4][CH:3]=1.[CH3:22][NH:23][CH3:24]>O1CCCC1>[ClH:1].[Cl:1][C:2]1[CH:7]=[CH:6][C:5]([C:8]2[N:16]([CH2:17][CH2:18][C:19]([N:23]([CH3:24])[CH3:22])=[O:21])[C:11]3=[N:12][CH:13]=[CH:14][CH:15]=[C:10]3[N:9]=2)=[CH:4][CH:3]=1 |f:3.4|. Procedure details: A suspension of 2-(4-chlorophenyl)-3H-imidazo[4,5-b]pyridine-3-propanoic acid (5.0 g, 0.0166 mole), 1,1'-carbonylidiimidazole (3.21 g, 0.0198 mo;le) and dry tetrahydrofuran (100 ml) was stirred at room temperature for one hour with nitrogen bubbling through it and then refluxed for one hour under a nitrogen atmosphere. The solution which had formed was cooled and a solution of dimethylamine in tetrahydrofuran (21.4 ml of 2.3M solution, 0.05 mole) was added. The reaction mixture was stirred at ro...